This data is from the Open Reaction Database (ORD), a public repository of structured organic reaction records. The task is: describe an organic reaction: reactants, conditions, products, and yield The reactants are FC1=C(C=C(C=C1)NC(=S)N)Cl (4-fluoro-3-chlorophenylthiourea), ClCC(=O)CCl (1,3-dichloroacetone), NC1=NC(=C(C(=C1C#N)C=1C=NC(=CC1)OCCO)C#N)S (2′-Amino-6-(2-hydroxyethoxy)-6′-mercapto-3,4′-bipyridine-3′,5′-dicarbonitrile), C([O-])(O)=O.[Na+] (sodium bicarbonate). Solvent: CN(C)C=O (DMF). Reaction conditions: temperature 80 celsius, time 3 hour. Yields the product NC1=NC(=C(C(=C1C#N)C=1C=NC(=CC1)OCCO)C#N)SCC=1N=C(SC1)NC1=CC(=C(C=C1)F)Cl (2′-Amino-6′-[({2-[(3-chloro-4-fluorophenyl)amino]-1,3-thiazol-4-yl}methyl)thio]-6-(2-hydroxyethoxy)-3,4′-bipyridine-3′,5′-dicarbonitrile). RXN SMILES: [F:1][C:2]1[CH:7]=[CH:6][C:5]([NH:8][C:9]([NH2:11])=[S:10])=[CH:4][C:3]=1[Cl:12].Cl[CH2:14][C:15]([CH2:17]Cl)=O.[NH2:19][C:20]1[C:25]([C:26]#[N:27])=[C:24]([C:28]2[CH:29]=[N:30][C:31]([O:34][CH2:35][CH2:36][OH:37])=[CH:32][CH:33]=2)[C:23]([C:38]#[N:39])=[C:22]([SH:40])[N:21]=1.C(=O)(O)[O-].[Na+]>CN(C=O)C>[NH2:19][C:20]1[C:25]([C:26]#[N:27])=[C:24]([C:28]2[CH:29]=[N:30][C:31]([O:34][CH2:35][CH2:36][OH:37])=[CH:32][CH:33]=2)[C:23]([C:38]#[N:39])=[C:22]([S:40][CH2:17][C:15]2[N:11]=[C:9]([NH:8][C:5]3[CH:6]=[CH:7][C:2]([F:1])=[C:3]([Cl:12])[CH:4]=3)[S:10][CH:14]=2)[N:21]=1 |f:3.4|. Reported procedure: 209 mg (0.67 mmol) of 4-fluoro-3-chlorophenylthiourea and 89 mg (0.70 mmol) of 1,3-dichloroacetone are dissolved in 5 ml of DMF, and the reaction solution is stirred at 80° C. for 3 h. After cooling, 209 mg (0.67 mmol) of the compound from example 2A and 224 mg (2.67 mmol) of sodium bicarbonate are added, and the mixture is stirred at RT for a further 20 h. The mixture is then filtered through a paper filter, and sat. sodium bicarbonate solution (5 ml) is added to the filtrate. The aqueous phase... As a reaction SMILES: [CH2:41]1[CH2:42][O:43][CH2:44][CH2:45][NH:46]1.[CH3:47][N:48]([CH3:49])[CH:50]=[O:51].[c:1]1([O:2][C:8]([NH:9][c:10]2[n:11][cH:12][n:13][c:14]([O:16][c:17]3[c:18]([F:39])[cH:19][c:20]([NH:23][C:24](=[O:25])[C:26]4([C:29]([NH:30][c:31]5[cH:32][cH:33][c:34]([F:37])[cH:35][cH:36]5)=[O:38])[CH2:27][CH2:28]4)[cH:21][cH:22]3)[cH:15]2)=[O:40])[cH:3][cH:4][cH:5][cH:6][cH:7]1>>[C:8]([NH:9][c:10]1[n:11][cH:12][n:13][c:14]([O:16][c:17]2[c:18]([F:39])[cH:19][c:20]([NH:23][C:24](=[O:25])[C:26]3([C:29]([NH:30][c:31]4[cH:32][cH:33][c:34]([F:37])[cH:35][cH:36]4)=[O:38])[CH2:27][CH2:28]3)[cH:21][cH:22]2)[cH:15]1)(=[O:40])[N:46]1[CH2:41][CH2:42][O:43][CH2:44][CH2:45]1. Product: O=C(Nc1cc(Oc2ccc(NC(=O)C3(C(=O)Nc4ccc(F)cc4)CC3)cc2F)ncn1)N1CCOCC1. Reactants: C1COCCN1, CN(C)C=O, O=C(Nc1cc(Oc2ccc(NC(=O)C3(C(=O)Nc4ccc(F)cc4)CC3)cc2F)ncn1)Oc1ccccc1. The reactants are [BH3-]C#N, CC(=O)O, [Na+], CC(C)(C)c1cc(C=Nn2ccnc2N2CCOCC2)cc(C(C)(C)C)c1O. The product is CC(C)(C)c1cc(CNn2ccnc2N2CCOCC2)cc(C(C)(C)C)c1O. As a reaction SMILES: [C:29]([BH3-:30])#[N:31].[CH3:33][C:34](=[O:35])[OH:36].[Na+:32].[OH:1][c:2]1[c:3]([C:25]([CH3:26])([CH3:27])[CH3:28])[cH:4][c:5]([CH:6]=[N:7][n:8]2[c:9]([N:13]3[CH2:14][CH2:15][O:16][CH2:17][CH2:18]3)[n:10][cH:11][cH:12]2)[cH:19][c:20]1[C:21]([CH3:22])([CH3:23])[CH3:24]>>[OH:1][c:2]1[c:3]([C:25]([CH3:26])([CH3:27])[CH3:28])[cH:4][c:5]([CH2:6][NH:7][n:8]2[c:9]([N:13]3[CH2:14][CH2:15][O:16][CH2:17][CH2:18]3)[n:10][cH:11][cH:12]2)[cH:19][c:20]1[C:21]([CH3:22])([CH3:23])[CH3:24].